This data is from the Open Reaction Database (ORD), a public repository of structured organic reaction records. The task is: describe an organic reaction: reactants, conditions, products, and yield Reactants: CC1=CC=C(C(C(=O)O)=C1)N (5-methyl-anthranilic acid), [I-].[K+] (potassium iodide), N(=O)[O-].[Na+] (sodium nitrite), S(=S)(=O)([O-])[O-].[Na+].[Na+] (sodium thiosulfate), Cl (hydrochloric acid), 3-N, Cl (hydrochloric acid), 3-N. Solvent: O (water), O (water). The product is IC1=C(C(=O)O)C=C(C=C1)C (2-iodo-5-methyl-benzoic acid). Reaction SMILES: [CH3:1][C:2]1[CH:10]=[C:6]([C:7]([OH:9])=[O:8])[C:5](N)=[CH:4][CH:3]=1.Cl.N([O-])=O.[Na+].[I-:17].[K+].S([O-])([O-])(=O)=S.[Na+].[Na+]>O>[I:17][C:5]1[CH:4]=[CH:3][C:2]([CH3:1])=[CH:10][C:6]=1[C:7]([OH:9])=[O:8] |f:2.3,4.5,6.7.8|. Reported procedure: 20 G. of 5-methyl-anthranilic acid are suspended in 200 ml. of 3-N hydrochloric acid at 0° C. A solution of 10 g. of sodium nitrite and 20 ml. of water is added dropwise thereto with stirring and the mixture is further stirred for 25 minutes at 0° C. A solution of 26.5 g. of potassium iodide, 30 ml. of 3-N hydrochloric acid and 30 ml. of water is then added dropwise at 5°-10° C. The mixture is stirred for an additional 30 minutes at room temperature and for 2 hours at reflux. The mixture is cool... Starting materials: O (water), Cl.CNOC (N-methyl-O-methyl hydroxylamine hydrochloride), C[Al](C)C (trimethylaluminum), C(C=C)OC(C(=O)OC)C ((±)-methyl 2-(prop-2-en-1-yloxy)propanoate). The solvent is ClCCl (dichloromethane), ClCCl (dichloromethane). Conditions: temperature 0 celsius, time 1 hour. Product: CON(C(C(C)OCC=C)=O)C ((±)-N-methoxy-N-methyl-2-(prop-2-en-1-yloxy)propanamide). RXN SMILES: Cl.[CH3:2][NH:3][O:4][CH3:5].C[Al](C)C.[CH2:10]([O:13][CH:14]([CH3:19])[C:15]([O:17]C)=O)[CH:11]=[CH2:12].O>ClCCl>[CH3:5][O:4][N:3]([CH3:2])[C:15](=[O:17])[CH:14]([O:13][CH2:10][CH:11]=[CH2:12])[CH3:19] |f:0.1|. Procedure details: A suspension of N-methyl-O-methyl hydroxylamine hydrochloride (10.0 g, 104 mmol, 2 equiv) in dichloromethane (100 mL) was treated with trimethylaluminum (52.0 mL, 104 mmol, 2 equiv) at 0° C. After stirring for 1 hour at 0° C., a dichloromethane (50 mL) solution of (±)-methyl 2-(prop-2-en-1-yloxy)propanoate (7.50 g, 52.0 mmol) was added over 15 minutes. The mixture was warmed to ambient temperature and stirred for an additional 14 hours. The mixture was treated with water (500 mL) and extracted w... Starting materials: O=C([O-])[O-], Cl, O=C([O-])C(O)(C(F)(F)F)C(F)(F)F, [K+], [K+], [K+], O. Yields the product O=C(C(F)(F)F)C(F)(F)F, O. RXN SMILES: [C:15](=[O:16])([O-:17])[O-:18].[Cl:21].[F:1][C:2]([C:3]([C:4](=[O:5])[O-:6])([OH:7])[C:8]([F:9])([F:10])[F:11])([F:12])[F:13].[K+:14].[K+:19].[K+:20].[OH2:22]>>[F:1][C:2]([C:3](=[O:7])[C:8]([F:9])([F:10])[F:11])([F:12])[F:13].[OH2:5]. The reactants are COC(CCC1=C(C=CC=C1)OCCCCC#CC1=C(C2=C(C(CCO2)=O)C=C1)CCC)=O (2-[6-(3,4-Dihydro-4-oxo-8-propyl-2H-1-benzopyran-7-yl)-5-hexynyloxy]benzenepropanoic acid methyl ester). The solvent is CO (methanol). The product is COC(CCC1=C(C=CC=C1)OCCCCCCC1=C(C2=C(C(CCO2)=O)C=C1)CCC)=O (2-[6-(3,4-Dihydro-4-oxo-8-propyl-2H-1-benzopyran-7-yl)hexyloxy]benzenepropanoic acid methyl ester). Yield: 86.0%. Reaction SMILES: [CH3:1][O:2][C:3](=[O:33])[CH2:4][CH2:5][C:6]1[CH:11]=[CH:10][CH:9]=[CH:8][C:7]=1[O:12][CH2:13][CH2:14][CH2:15][CH2:16][C:17]#[C:18][C:19]1[CH:29]=[CH:28][C:22]2[C:23](=[O:27])[CH2:24][CH2:25][O:26][C:21]=2[C:20]=1[CH2:30][CH2:31][CH3:32]>CO>[CH3:1][O:2][C:3](=[O:33])[CH2:4][CH2:5][C:6]1[CH:11]=[CH:10][CH:9]=[CH:8][C:7]=1[O:12][CH2:13][CH2:14][CH2:15][CH2:16][CH2:17][CH2:18][C:19]1[CH:29]=[CH:28][C:22]2[C:23](=[O:27])[CH2:24][CH2:25][O:26][C:21]=2[C:20]=1[CH2:30][CH2:31][CH3:32]. Procedure details: Catalytic hydrogenation of 2-[6-(3,4-Dihydro-4-oxo-8-propyl-2H-1-benzopyran-7-yl)-5-hexynyloxy]benzenepropanoic acid methyl ester in methanol was carried out using the procedure of example 51. 2-[6-(3,4-Dihydro-4-oxo-8-propyl-2H-1-benzopyran-7-yl)hexyloxy]benzenepropanoic acid methyl ester was obtained as a colorless oil, in 86% yield. Reaction SMILES: [CH3:19][C:20](=[O:21])[OH:22].[CH3:1][C:2]([O:3][C:5]([CH3:6])=[O:7])=[O:4].[NH2:8][c:9]1[c:10]([OH:18])[cH:11][c:12]([N+:15](=[O:16])[O-:17])[cH:13][cH:14]1.[OH2:23]>>[C:5]([CH3:6])(=[O:7])[NH:8][c:9]1[c:10]([OH:18])[cH:11][c:12]([N+:15](=[O:16])[O-:17])[cH:13][cH:14]1. Starting materials: CC(=O)O, CC(=O)OC(C)=O, Nc1ccc([N+](=O)[O-])cc1O, O. Yields the product CC(=O)Nc1ccc([N+](=O)[O-])cc1O. Reactants: N#Cc1ccc(Cl)cc1NC1CCCC1, [Na+], [OH-], O, O=S(=O)(O)O. Product: O=C(O)c1ccc(Cl)cc1NC1CCCC1. Reaction SMILES: [Cl:1][c:2]1[cH:3][c:4]([NH:10][CH:11]2[CH2:12][CH2:13][CH2:14][CH2:15]2)[c:5]([C:6]#[N:7])[cH:8][cH:9]1.[Na+:22].[OH-:21].[OH2:23].[S:16]([OH:17])(=[O:18])(=[O:19])[OH:20]>>[Cl:1][c:2]1[cH:3][c:4]([NH:10][CH:11]2[CH2:12][CH2:13][CH2:14][CH2:15]2)[c:5]([C:6]([OH:17])=[O:21])[cH:8][cH:9]1. The reactants are FC(OC1=CC=C(C=C1)N=C=O)F (4-difluoromethoxy-phenyl isocyanate), ClC1=CC=C(C=C1)C1=NNC(C1)C1=CC=C(C=C1)Cl (3-(4-chlorophenyl)-5-(4-chlorophenyl)-2-pyrazoline). Solvent: C1(=CC=CC=C1)C (toluene), C1(=CC=CC=C1)C (toluene). Conditions: temperature 80 celsius, time 2 hour. Product: FC(OC1=CC=C(C=C1)NC(=O)N1N=C(CC1C1=CC=C(C=C1)Cl)C1=CC=C(C=C1)Cl)F (1-(4-difluoromethoxyphenylcarbamoyl)-3-(4-chlorophenyl)-5-(4-chlorophenyl)-2-pyrazoline). Isolated yield 35.0%. As a reaction SMILES: [F:1][CH:2]([F:13])[O:3][C:4]1[CH:9]=[CH:8][C:7]([N:10]=[C:11]=[O:12])=[CH:6][CH:5]=1.[Cl:14][C:15]1[CH:20]=[CH:19][C:18]([C:21]2[CH2:25][CH:24]([C:26]3[CH:31]=[CH:30][C:29]([Cl:32])=[CH:28][CH:27]=3)[NH:23][N:22]=2)=[CH:17][CH:16]=1>C1(C)C=CC=CC=1>[F:1][CH:2]([F:13])[O:3][C:4]1[CH:5]=[CH:6][C:7]([NH:10][C:11]([N:23]2[CH:24]([C:26]3[CH:27]=[CH:28][C:29]([Cl:32])=[CH:30][CH:31]=3)[CH2:25][C:21]([C:18]3[CH:19]=[CH:20][C:15]([Cl:14])=[CH:16][CH:17]=3)=[N:22]2)=[O:12])=[CH:8][CH:9]=1. Procedure: 5.55 g (0.03 mol) of 4-difluoromethoxy-phenyl isocyanate in 20 ml of toluene were added, at 50° C., to a solution of 8.74 g (0.03 mol) of 3-(4-chlorophenyl)-5-(4-chlorophenyl)-2-pyrazoline in 100 ml of toluene and the batch was stirred for 2 hours at 80° C. After it had cooled, the product which had precipitated was isolated by filtration. 5 g (35% of theory) of 1-(4-difluoromethoxyphenylcarbamoyl)-3-(4-chlorophenyl)-5-(4-chlorophenyl)-2-pyrazoline of melting point 174° C. were obtained.